Dataset: the Open Reaction Database (ORD), a public repository of structured organic reaction records. Task: describe an organic reaction: reactants, conditions, products, and yield The reactants are BrC=1C=C2CCC(C2=CC1)=O (5-bromo-indan-1-one), CN1CCCC1=O.C1CCOC1 (NMP THF). Reagents/catalysts: [C-]#N.[Zn+2].[C-]#N (zinc cyanide), C(C)(C)(C)P(C(C)(C)C)C(C)(C)C.C(C)(C)(C)P(C(C)(C)C)C(C)(C)C.[Pd] (palladium bis(tri-t-butyl-phosphine)). Run at temperature 120 celsius. Product: O=C1CCC2=CC(=CC=C12)C#N (1-oxo-indan-5-carbonitrile). Reaction SMILES: Br[C:2]1[CH:3]=[C:4]2[C:8](=[CH:9][CH:10]=1)[C:7](=[O:11])[CH2:6][CH2:5]2.[CH3:12][N:13]1C(=O)CCC1.C1COCC1>[C-]#N.[Zn+2].[C-]#N.C(P(C(C)(C)C)C(C)(C)C)(C)(C)C.C(P(C(C)(C)C)C(C)(C)C)(C)(C)C.[Pd]>[O:11]=[C:7]1[C:8]2[C:4](=[CH:3][C:2]([C:12]#[N:13])=[CH:10][CH:9]=2)[CH2:5][CH2:6]1 |f:1.2,3.4.5,6.7.8|. Reported procedure: To a mixture 5-bromo-indan-1-one (1 g, 4.7 mmol), zinc cyanide (1.11 g, 9.4 mmol) in NMP/THF (2 mL/4 mL) in a sealed tube, is added palladium bis(tri-t-butyl-phosphine) (120 mg, 5% mmol). The mixture is purged with N2 and heated at 120° C. for 3 h. Then the reaction mixture is cooled to rt, diluted with H2O, and extracted with EtOAc (3×20 mL). The combined organic phases are washed with saturated ammonium chloride aqueous solution and brine and dried over Na2SO4. The crude product obtained after... The reactants are [OH-].[Na+] (sodium hydroxide), Cl (HCl), BrC1=C(C(=CC(=C1)C1=C2C=CC=CC2=C(C2=C1C1=C(S2)C=CC=C1)Br)Br)O (2,6-dibromo-4-(6-bromo-benzo[b]naphtho[2,3-d ]thiophen-11-yl)-phenol), O.O.O.O.ClC(C(C)(O)C)(Cl)Cl (1,1,1 -trichloro-2-methyl-2-propanol tetrahydrate). Run in O (water). Yields the product BrC1=C(OC(C(=O)O)(C)C)C(=CC(=C1)C1=C2C=CC=CC2=C(C2=C1C1=C(S2)C=CC=C1)Br)Br (2-[2,6-Dibromo-4-(6-bromo-benzo[b]naphtho[2,3-d]thiophen-11-yl)-phenoxy]-2-methyl-propionic acid). Yield: 67.2%. RXN SMILES: [OH-:1].[Na+].[Br:3][C:4]1[CH:9]=[C:8]([C:10]2[C:19]3[C:20]4[CH:26]=[CH:25][CH:24]=[CH:23][C:21]=4[S:22][C:18]=3[C:17]([Br:27])=[C:16]3[C:11]=2[CH:12]=[CH:13][CH:14]=[CH:15]3)[CH:7]=[C:6]([Br:28])[C:5]=1[OH:29].[OH2:30].O.O.O.Cl[C:35](Cl)(Cl)[C:36]([CH3:39])(O)[CH3:37].Cl>O>[Br:28][C:6]1[CH:7]=[C:8]([C:10]2[C:19]3[C:20]4[CH:26]=[CH:25][CH:24]=[CH:23][C:21]=4[S:22][C:18]=3[C:17]([Br:27])=[C:16]3[C:11]=2[CH:12]=[CH:13][CH:14]=[CH:15]3)[CH:9]=[C:4]([Br:3])[C:5]=1[O:29][C:36]([CH3:39])([CH3:37])[C:35]([OH:30])=[O:1] |f:0.1,3.4.5.6.7|. Reported procedure: Solid sodium hydroxide (0.682 g, 17.05 mmol) was added in three equal portions to a 0° C., stirred suspension of 2,6-dibromo-4-(6-bromo-benzo[b]naphtho[2,3-d ]thiophen-11-yl)-phenol (0.800 g, 1.421 mmol), 1,1,1 -trichloro-2-methyl-2-propanol tetrahydrate (1.06 g, 4.263 mmol) in acteone (7.5 mL) over 3 h period. The resulting suspension was warmed to room temperature and stirred for 15 h. The reaction mixture was added to water, acidified with 10% aqueous HCl and extracted with ether. To the ethe... The reactants are O1C(OCC1)CC=1C=C(C=CC1)CO ((3-((1,3-dioxolan-2-yl)methyl)phenyl)methanol), OC=1C=C(C=O)C=CC1 (3-hydroxybenzaldehyde), OC=1C=C(C(=O)C2=CC=CC=C2)C=CC1 (3-hydroxybenzophenone). The product is O1C(OCC1)CC=1C=C(COC=2C=C(C=O)C=CC2)C=CC1 (3-((3-((1,3-Dioxolan-2-yl)methyl)benzyl)oxy)benzaldehyde). RXN SMILES: [O:1]1[CH2:5][CH2:4][O:3][CH:2]1[CH2:6][C:7]1[CH:8]=[C:9]([CH2:13][OH:14])[CH:10]=[CH:11][CH:12]=1.O[C:16]1[CH:17]=[C:18]([CH:21]=[CH:22][CH:23]=1)[CH:19]=[O:20].OC1C=C(C=CC=1)C(C1C=CC=CC=1)=O>>[O:1]1[CH2:5][CH2:4][O:3][CH:2]1[CH2:6][C:7]1[CH:8]=[C:9]([CH:10]=[CH:11][CH:12]=1)[CH2:13][O:14][C:16]1[CH:17]=[C:18]([CH:21]=[CH:22][CH:23]=1)[CH:19]=[O:20]. Reported procedure: The title compound was prepared as described in Example 22 with (3-((1,3-dioxolan-2-yl)methyl)phenyl)methanol and 3-hydroxybenzaldehyde replacing (4-((1,3-dioxolan-2-yl)methyl)phenyl)methanol and 3-hydroxybenzophenone, respectively, in Step 2. Yield: 88.3%. Yields the product C(CCC)C=1N(C2=C(C=NC=3C=CC=NC23)N1)CCCC(=O)OCC (ethyl 4-(2-butyl-1H-imidazo[4,5-c][1,5]naphthyridin-1-yl)butyrate). Solvent: ClCCl (dichloromethane). Reaction SMILES: [C:1](Cl)(=O)[CH2:2][CH2:3][CH2:4][CH3:5].[NH2:8][C:9]1[CH:10]=[N:11][C:12]2[C:17]([C:18]=1[NH:19][CH2:20][CH2:21][CH2:22][C:23]([O:25][CH2:26][CH3:27])=[O:24])=[N:16][CH:15]=[CH:14][CH:13]=2.Cl.N1C=CC=CC=1>ClCCl>[CH2:2]([C:1]1[N:19]([CH2:20][CH2:21][CH2:22][C:23]([O:25][CH2:26][CH3:27])=[O:24])[C:18]2[C:17]3[N:16]=[CH:15][CH:14]=[CH:13][C:12]=3[N:11]=[CH:10][C:9]=2[N:8]=1)[CH2:3][CH2:4][CH3:5] |f:2.3|. Procedure: Valeryl chloride (1.8 mL, 15.3 mmol, 1.1 eq) was added dropwise to a solution of ethyl 4-[(3-amino[1,5]naphthyridin-4-yl)amino]butyrate (3.8 g, 13.9 mmol, 1 eq) in dichloromethane (55 mL) and stirred for one hour. The reaction mixture was concentrated under reduced pressure and was dissolved in pyridine (55 mL). Pyridine hydrochloride (0.16 g, 1.39 mmol, 0.1 eq) was added and the reaction mixture was heated to reflux for 18 hours. The reaction mixture was concentrated under reduced pressure and ... The reactants are C(CCCC)(=O)Cl (Valeryl chloride), NC=1C=NC2=CC=CN=C2C1NCCCC(=O)OCC (ethyl 4-[(3-amino[1,5]naphthyridin-4-yl)amino]butyrate), Cl.N1=CC=CC=C1 (Pyridine hydrochloride). Reaction conditions: time 1 hour.